Task: describe an organic reaction: reactants, conditions, products, and yield. Dataset: the Open Reaction Database (ORD), a public repository of structured organic reaction records Reactants: COC(=O)C=1OC2=C(C1)C=C(C=C2)[N+](=O)[O-] (5-nitrobenzofuran-2-carboxylic acid methyl ester), [H][H] (hydrogen). The reagents and catalysts are [Pd] (Pd/C). Run in C1CCOC1 (THF). Product: COC(=O)C=1OC2=C(C1)C=C(C=C2)N (5-aminobenzofuran-2-carboxylic acid methyl ester). Yield: 98.9%. RXN SMILES: [CH3:1][O:2][C:3]([C:5]1[O:6][C:7]2[CH:13]=[CH:12][C:11]([N+:14]([O-])=O)=[CH:10][C:8]=2[CH:9]=1)=[O:4].[H][H]>C1COCC1.[Pd]>[CH3:1][O:2][C:3]([C:5]1[O:6][C:7]2[CH:13]=[CH:12][C:11]([NH2:14])=[CH:10][C:8]=2[CH:9]=1)=[O:4]. Procedure details: The product from step (a) (6.9 g) was dissolved in THF (200 mL), followed by the addition of 10% Pd/C (1 g), and the resulting reaction mixture was hydrogenated under 50 psi of hydrogen for 2 hours. The catalyst was removed by filtration through celite, and the solvent was removed in vacuo to provide 5.9 g of the title compound.